Dataset: the Open Reaction Database (ORD), a public repository of structured organic reaction records. Task: describe an organic reaction: reactants, conditions, products, and yield Starting materials: C(=O)O (formic acid), CC1=CC=C(C=N1)OC(C(=O)OCC)(C)C (ethyl 2-(6-methyl-3-pyridyloxy)-2-methylpropionate), [OH-].[K+] (potasium hydroxide). Run in O (water), CS(=O)C (DMSO), O (water). Reaction conditions: time 2 hour. The product is CC1=CC=C(C=N1)OC(C(=O)O)(C)C (2-(6-Methyl-3-pyridyloxy)-2-methylpropionic Acid). As a reaction SMILES: [CH3:1][C:2]1[N:7]=[CH:6][C:5]([O:8][C:9]([CH3:16])([CH3:15])[C:10]([O:12]CC)=[O:11])=[CH:4][CH:3]=1.[OH-].[K+].C(O)=O>CS(C)=O.O>[CH3:1][C:2]1[N:7]=[CH:6][C:5]([O:8][C:9]([CH3:16])([CH3:15])[C:10]([OH:12])=[O:11])=[CH:4][CH:3]=1 |f:1.2|. Procedure: To a solution of ethyl 2-(6-methyl-3-pyridyloxy)-2-methylpropionate (Step A, 2.0 g, 8.9 mmol) in DMSO (20 mL) was added potasium hydroxide (1.0 g, 20 mmol) in 2 mL water. After stirring at room temperature for 2 h, the reaction was quenched by addition of formic acid (85%, 10 mmol) and poured into water (200 mL). The product was extracted with EtOAc (2×100 mL), and the combined extracts were dried over anhydrous sodium sulfate, filtered and concentrated to dryness to give the title compound cont... Reactants: C1CCNCC1, CC(=O)CC(C)=O, CC(=O)O, CCOCC, O=Cc1ccc(O)c([N+](=O)[O-])c1, c1ccccc1. Product: CC(=O)CC(=O)C=Cc1ccc(O)c([N+](=O)[O-])c1. RXN SMILES: [CH2:24]1[CH2:25][CH2:26][NH:27][CH2:28][CH2:29]1.[CH3:13][C:14](=[O:15])[CH2:16][C:17]([CH3:18])=[O:19].[CH3:20][C:21](=[O:22])[OH:23].[CH3:36][CH2:37][O:38][CH2:39][CH3:40].[OH:1][c:2]1[c:3]([N+:10](=[O:11])[O-:12])[cH:4][c:5]([CH:6]=[O:7])[cH:8][cH:9]1.[cH:30]1[cH:31][cH:32][cH:33][cH:34][cH:35]1>>[OH:1][c:2]1[c:3]([N+:10](=[O:11])[O-:12])[cH:4][c:5]([CH:6]=[CH:13][C:14](=[O:15])[CH2:16][C:17]([CH3:18])=[O:19])[cH:8][cH:9]1. The reactants are BrC=1C=C(CCO)C=CC1 (3-bromo-phenethyl-alcohol), S1C=C(C=C1)B(O)O (3-thiophene-boronic-acid), C(=O)([O-])[O-].[Na+].[Na+] (Na2CO3). Reagents/catalysts: C=1C=CC(=CC1)[P](C=2C=CC=CC2)(C=3C=CC=CC3)[Pd]([P](C=4C=CC=CC4)(C=5C=CC=CC5)C=6C=CC=CC6)([P](C=7C=CC=CC7)(C=8C=CC=CC8)C=9C=CC=CC9)[P](C=1C=CC=CC1)(C=1C=CC=CC1)C=1C=CC=CC1 (Pd(PPh3)4). Solvent: C1(=CC=CC=C1)C (toluene). Product: S1C=C(C=C1)C=1C=C(C=CC1)CCO (2-(3-Thiophen-3-yl-phenyl)-ethanol). Reaction SMILES: Br[C:2]1[CH:3]=[C:4]([CH:8]=[CH:9][CH:10]=1)[CH2:5][CH2:6][OH:7].[S:11]1[CH:15]=[CH:14][C:13](B(O)O)=[CH:12]1.C([O-])([O-])=O.[Na+].[Na+]>C1(C)C=CC=CC=1.C1C=CC([P]([Pd]([P](C2C=CC=CC=2)(C2C=CC=CC=2)C2C=CC=CC=2)([P](C2C=CC=CC=2)(C2C=CC=CC=2)C2C=CC=CC=2)[P](C2C=CC=CC=2)(C2C=CC=CC=2)C2C=CC=CC=2)(C2C=CC=CC=2)C2C=CC=CC=2)=CC=1>[S:11]1[CH:15]=[CH:14][C:13]([C:2]2[CH:3]=[C:4]([CH2:5][CH2:6][OH:7])[CH:8]=[CH:9][CH:10]=2)=[CH:12]1 |f:2.3.4,^1:35,37,56,75|. Procedure details: A mixture of 3-bromo-phenethyl-alcohol (1 g, 4.97 mmol), 3-thiophene-boronic-acid (1.9 g, 14.9 mmol, 3.0 equiv), Pd(PPh3)4 (172 mg, 0.149 mmol, 0.03 equiv), and 2M Na2CO3 (10.8 mL, 22.4 mmol, 4.5 equiv) in toluene (40 mL) is heated to reflux 1 h, under an argon atmosphere. The resulting suspension is allowed to cool to RT and filtered through a pad of celite, washing the filter cake with CH2Cl2 and water. The layers are separated. The organic phase is washed with brine, dried (Na2SO4), filtered ... Reactants: CC1OC=2C(C1)=C(C=CC2)C=O (2-Methyl-2,3-dihydrobenzofuran-4-carboxaldehyde), C(CC(=O)O)(=O)O (malonic acid). Product: CC1OC2=C(C1)C(=CC=C2)/C=C/C(=O)O ((trans)-3-(2-Methyl-2,3-dihydrobenzofuran-4-yl)propenoic acid). Isolated yield 92.0%. As a reaction SMILES: [CH3:1][CH:2]1[CH2:6][C:5]2=[C:7]([CH:11]=O)[CH:8]=[CH:9][CH:10]=[C:4]2[O:3]1.C(O)(=O)[CH2:14][C:15]([OH:17])=[O:16]>>[CH3:1][CH:2]1[CH2:6][C:5]2[C:7](/[CH:11]=[CH:14]/[C:15]([OH:17])=[O:16])=[CH:8][CH:9]=[CH:10][C:4]=2[O:3]1. Procedure details: 2-Methyl-2,3-dihydrobenzofuran-4-carboxaldehyde was reacted with malonic acid by the above procedures to give the desired acid (92%). The product is COC(NC(C(C1=CC=CC=C1)C1=CC=CC=C1)C(NCCCCC(COP(=O)(O)O)N(CC(C)C)S(=O)(=O)C1=CC=C(C=C1)N)=O)=O ((1-{5-[(4-Amino-benzenesulfonyl)-isobutyl-amino]-6-phosphonooxy-hexylcarbamoyl}-2,2-diphenyl-ethyl)carbamic acid methyl ester). The solvent is CC(=O)C (acetone). The reactants are O=C1N(C(CC1)=O)OC(C(C(C1=CC=CC=C1)C1=CC=CC=C1)NC(=O)OC)=O (methoxycarbonylamino-3,3-diphenyl-propionic acid 2,5-dioxo-pyrrolidin-1-yl ester), NCCCCC(COP(O)(O)=O)N(CC(C)C)S(=O)(=O)C1=CC=C(C=C1)N (phosphoric acid mono-{6-amino-2-[(4-amino-benzenesulfonyl)-isobutyl-amino]-hexyl}ester), [OH-].[Na+] (sodium hydroxide), solution, solution, C([O-])(O)=O.[Na+] (sodium bicarbonate). Isolated yield 66.0%. Reaction SMILES: [NH2:1][CH2:2][CH2:3][CH2:4][CH2:5][CH:6]([N:13]([S:18]([C:21]1[CH:26]=[CH:25][C:24]([NH2:27])=[CH:23][CH:22]=1)(=[O:20])=[O:19])[CH2:14][CH:15]([CH3:17])[CH3:16])[CH2:7][O:8][P:9](=[O:12])([OH:11])[OH:10].[OH-].[Na+].C(=O)(O)[O-].[Na+].O=C1CCC(=O)N1[O:42][C:43](=O)[CH:44]([NH:58][C:59]([O:61][CH3:62])=[O:60])[CH:45]([C:52]1[CH:57]=[CH:56][CH:55]=[CH:54][CH:53]=1)[C:46]1[CH:51]=[CH:50][CH:49]=[CH:48][CH:47]=1>CC(C)=O>[CH3:62][O:61][C:59](=[O:60])[NH:58][CH:44]([C:43](=[O:42])[NH:1][CH2:2][CH2:3][CH2:4][CH2:5][CH:6]([N:13]([S:18]([C:21]1[CH:26]=[CH:25][C:24]([NH2:27])=[CH:23][CH:22]=1)(=[O:20])=[O:19])[CH2:14][CH:15]([CH3:16])[CH3:17])[CH2:7][O:8][P:9]([OH:10])([OH:11])=[O:12])[CH:45]([C:52]1[CH:57]=[CH:56][CH:55]=[CH:54][CH:53]=1)[C:46]1[CH:51]=[CH:50][CH:49]=[CH:48][CH:47]=1 |f:1.2,3.4|. Run at time 12 hour. Procedure details: 57 mL (or approximately 26 mmol) of the aqueous solution of phosphoric acid mono-{6-amino-2-[(4-amino-benzenesulfonyl)-isobutyl-amino]-hexyl}ester (XIX) was neutralized with 40 mL of 1N sodium hydroxide. The pH of the solution (pH-4-5) was then adjusted to pH=8 by adding 150 mL solution of saturated of sodium bicarbonate. To this well stirred solution was added a freshly prepared solution, in 130 mL of acetone, of methoxycarbonylamino-3,3-diphenyl-propionic acid 2,5-dioxo-pyrrolidin-1-yl ester (...